Dataset: the Open Reaction Database (ORD), a public repository of structured organic reaction records. Task: describe an organic reaction: reactants, conditions, products, and yield The reactants are [OH-].[Na+] (NaOH), C1(=CC=CC=C1)C(C1=CC=CC=C1)OC(C(=NO)C1=C(C=C(C=C1)C(=O)OC(C)(C)C)N)=O (2-(4-BOC-aminophenyl)-2-hydroxyiminoacetic acid diphenylmethyl ester). Solvent: CO (methanol). Conditions: temperature 0 celsius. The product is [Na+].C(=O)(OC(C)(C)C)C1=CC(=C(C=C1)C(C(=O)[O-])=NO)N (2-(4-BOC-aminophenyl)-2-hydroxyiminoacetic acid sodium salt). As a reaction SMILES: C1(C([O:14][C:15](=[O:33])[C:16]([C:19]2[CH:24]=[CH:23][C:22]([C:25]([O:27][C:28]([CH3:31])([CH3:30])[CH3:29])=[O:26])=[CH:21][C:20]=2[NH2:32])=[N:17][OH:18])C2C=CC=CC=2)C=CC=CC=1.[OH-].[Na+:35]>CO>[Na+:35].[C:25]([C:22]1[CH:23]=[CH:24][C:19]([C:16](=[N:17][OH:18])[C:15]([O-:33])=[O:14])=[C:20]([NH2:32])[CH:21]=1)([O:27][C:28]([CH3:31])([CH3:30])[CH3:29])=[O:26] |f:1.2,4.5|. Procedure details: 50 g of 2-(4-BOC-aminophenyl)-2-hydroxyiminoacetic acid diphenylmethyl ester are boiled under reflux in a mixture of 1660 ml of methanol and 250 ml of 2N aqueous NaOH for 11/2 hours under nitrogen. The reaction mixture is concentrated to 300 ml, diluted with ethyl acetate and washed three times with water. The aqueous washings are combined, cooled to 0° C. and adjusted to a pH of 3 with 2N aqueous hydrochloric acid. Extraction is carried out with ethyl acetate and the organic phase is washed neu...